This data is from the Open Reaction Database (ORD), a public repository of structured organic reaction records. The task is: describe an organic reaction: reactants, conditions, products, and yield The reactants are CC=1C(=NOC1C)N (4,5-dimethyl-3-isoxazolamine), BrC1=C(C=CC=C1)S(=O)(=O)Cl (2-bromobenzenesulphonyl chloride), Cl (HCl). Reagents/catalysts: CN(C1=CC=NC=C1)C (4-dimethylaminopyridine). The solvent is N1=CC=CC=C1 (pyridine). Reaction conditions: time 8 hour. Yields the product BrC1=C(C=CC=C1)S(=O)(=O)NC1=NOC(=C1C)C (2-Bromo-N-(4,5-dimethyl-3-isoxazolyl)benzenesulfonamide). Reaction SMILES: [CH3:1][C:2]1[C:3]([NH2:8])=[N:4][O:5][C:6]=1[CH3:7].[Br:9][C:10]1[CH:15]=[CH:14][CH:13]=[CH:12][C:11]=1[S:16](Cl)(=[O:18])=[O:17].Cl>CN(C)C1C=CN=CC=1.N1C=CC=CC=1>[Br:9][C:10]1[CH:15]=[CH:14][CH:13]=[CH:12][C:11]=1[S:16]([NH:8][C:3]1[C:2]([CH3:1])=[C:6]([CH3:7])[O:5][N:4]=1)(=[O:18])=[O:17]. Procedure details: To 4,5-dimethyl-3-isoxazolamine (1.62 g, 13.00 mmol, prepared as described in T. Konoike et al., Tetrahedron Letters, 37, 3339 (1996)) and 4-dimethylaminopyridine (159 mg, 1.3 mmol) in 6.5 ml pyridine at 0° C., 2-bromobenzenesulphonyl chloride (3.65 g, 14.3 mmol) was added in portions over 10 minutes. After stirring at room temperature overnight, the mixture was added dropwise to 40 ml 6N HCl at 0° C. The mixture was extracted with 3×50 ml EtOAc. The combined organic extracts were washed with 30... The reactants are C(=O)OCCCN1C(N(C2=C(C1=O)C(=C(C=N2)Br)CC=2C=NC(=CC2)C(F)(F)F)C)=O (3-(6-bromo-1-methyl-2,4-dioxo-5-((6-(trifluoromethyl)pyridin-3-yl)methyl)-1,2-dihydropyrido[2,3-d]pyrimidin-3(4H)-yl)propyl formate), ClC=1C=C(C=CC1)O (3-chlorophenol), C(=O)([O-])[O-].[Cs+].[Cs+] (Cs2CO3), CN(CC(=O)O)C (2-(dimethylamino)acetic acid). The reagents and catalysts are [Cu]I (CuI). The solvent is O1CCOCC1 (dioxane). The product is ClC=1C=C(OC2=C(C3=C(N(C(N(C3=O)CCCO)=O)C)N=C2)CC=2C=NC(=CC2)C(F)(F)F)C=CC1 (6-(3-chlorophenoxy)-3-(3-hydroxypropyl)-1-methyl-5-((6-(trifluoromethyl)pyridin-3-yl)methyl)pyrido[2,3-d]pyrimidine-2,4(1H,3H)-dione). The yield is 12.5%. As a reaction SMILES: C([O:3][CH2:4][CH2:5][CH2:6][N:7]1[C:12](=[O:13])[C:11]2[C:14]([CH2:19][C:20]3[CH:21]=[N:22][C:23]([C:26]([F:29])([F:28])[F:27])=[CH:24][CH:25]=3)=[C:15](Br)[CH:16]=[N:17][C:10]=2[N:9]([CH3:30])[C:8]1=[O:31])=O.[Cl:32][C:33]1[CH:34]=[C:35]([OH:39])[CH:36]=[CH:37][CH:38]=1.C([O-])([O-])=O.[Cs+].[Cs+].CN(C)CC(O)=O>O1CCOCC1.[Cu]I>[Cl:32][C:33]1[CH:34]=[C:35]([CH:36]=[CH:37][CH:38]=1)[O:39][C:15]1[CH:16]=[N:17][C:10]2[N:9]([CH3:30])[C:8](=[O:31])[N:7]([CH2:6][CH2:5][CH2:4][OH:3])[C:12](=[O:13])[C:11]=2[C:14]=1[CH2:19][C:20]1[CH:21]=[N:22][C:23]([C:26]([F:28])([F:29])[F:27])=[CH:24][CH:25]=1 |f:2.3.4|. Reported procedure: To a mixture of 3-(6-bromo-1-methyl-2,4-dioxo-5-((6-(trifluoromethyl)pyridin-3-yl)methyl)-1,2-dihydropyrido[2,3-d]pyrimidin-3(4H)-yl)propyl formate (40 mg, 0.08 mmol) and 3-chlorophenol (26 mg, 0.2 mmol) in dioxane (2 mL) was added Cs2CO3 (78 mg, 0.24 mmol), 2-(dimethylamino)acetic acid (4.1 mg, 0.04 mmol) and CuI (1.9 mg, 0.01 mmol). The reaction was degassed with nitrogen (3×), heated at 130° C. (MW) for 1.5 h, cooled to RT, diluted with water (10 mL) then extracted with EA (2×10 mL). The comb...